Dataset: the Open Reaction Database (ORD), a public repository of structured organic reaction records. Task: describe an organic reaction: reactants, conditions, products, and yield RXN SMILES: [Br-:1].Cl[C:3]1[CH:8]=[CH:7][CH:6]=[CH:5][C:4]=1[C:9]([C:31]1[CH:36]=[CH:35][CH:34]=[CH:33][C:32]=1Cl)([OH:30])[C:10]([O:12][C@@H:13]1[CH:18]2[CH2:19][CH2:20][N+:15]([CH2:21][C:22](=[O:29])[NH:23][C:24]3[CH:28]=[CH:27][O:26][N:25]=3)([CH2:16][CH2:17]2)[CH2:14]1)=[O:11].[OH:38][C:39](C1C=CC=CC=1OC)(C1C=CC=CC=1)C(O)=O>>[Br-:1].[OH:30][C:9]([C:31]1[CH:36]=[CH:35][CH:34]=[CH:33][C:32]=1[O:38][CH3:39])([C:4]1[CH:5]=[CH:6][CH:7]=[CH:8][CH:3]=1)[C:10]([O:12][C@@H:13]1[CH:18]2[CH2:19][CH2:20][N+:15]([CH2:21][C:22](=[O:29])[NH:23][C:24]3[CH:28]=[CH:27][O:26][N:25]=3)([CH2:16][CH2:17]2)[CH2:14]1)=[O:11] |f:0.1,3.4|. The reactants are [Br-].ClC1=C(C=CC=C1)C(C(=O)O[C@H]1C[N+]2(CCC1CC2)CC(NC2=NOC=C2)=O)(O)C2=C(C=CC=C2)Cl ((R)-3-[2,2-Bis-(2-chloro-phenyl)-2-hydroxy-acetoxy]-1-(isoxazol-3-ylcarbamoylmethyl)-1-azonia-bicyclo[2.2.2]octane bromide), OC(C(=O)O)(C1=CC=CC=C1)C1=C(C=CC=C1)OC (Hydroxy-(2-methoxy-phenyl)-phenyl-acetic acid), OC(C(=O)O)(C1=CC=CC=C1)C1=C(C=CC=C1)OC (Hydroxy-(2-methoxy-phenyl)-phenyl-acetic acid). Procedure details: This compound is prepared analogously to (R)-3-[2,2-bis-(2-chloro-phenyl)-2-hydroxy-acetoxy]-1-(isoxazol-3-ylcarbamoylmethyl)-1-azonia-bicyclo[2.2.2]octane bromide [Example 1] by substituting bis-(2-chloro-phenyl)-hydroxy-acetic acid with Hydroxy-(2-methoxy-phenyl)-phenyl-acetic acid (Intermediate N). The product is [Br-].OC(C(=O)O[C@H]1C[N+]2(CCC1CC2)CC(NC2=NOC=C2)=O)(C2=CC=CC=C2)C2=C(C=CC=C2)OC ((R)-3-[2-Hydroxy-2-(2-methoxy-phenyl)-2-phenyl-acetoxy]-1-(isoxazol-3-ylcarbamoylmethyl)-1-azonia-bicyclo[2.2.2]octane bromide). Starting materials: NC1=C(C=CC=C1)NC1=CC=C(C(=O)C2=CC=CC=C2)C=C1 (4-(2-aminophenylamino)benzophenone), NC1=C(C=CC=C1)NC1=CC=C(C(=O)C2=CC=CC=C2)C=C1 (4-(2-aminophenylamino)benzophenone), C(=O)OCC (ethyl formate). Product: C(C1=CC=CC=C1)(=O)C1=CC=C(C=C1)NC1=C(C=CC=C1)NC=O (N-(2-(4-Benzoylphenylamino)phenyl)formamide). Reaction SMILES: [NH2:1][C:2]1[CH:7]=[CH:6][CH:5]=[CH:4][C:3]=1[NH:8][C:9]1[CH:22]=[CH:21][C:12]([C:13]([C:15]2[CH:20]=[CH:19][CH:18]=[CH:17][CH:16]=2)=[O:14])=[CH:11][CH:10]=1.[CH:23](OCC)=[O:24]>>[C:13]([C:12]1[CH:21]=[CH:22][C:9]([NH:8][C:3]2[CH:4]=[CH:5][CH:6]=[CH:7][C:2]=2[NH:1][CH:23]=[O:24])=[CH:10][CH:11]=1)(=[O:14])[C:15]1[CH:16]=[CH:17][CH:18]=[CH:19][CH:20]=1. Reported procedure: A solution of 4-(2-aminophenylamino)benzophenone (Compound 101 0.29 g, 1.0 mmol) in ethyl formate (5.0 ml, 63 mmol) was refluxed for 16 hours. The reaction mixture was evaporated in vacuo and dissolved i ethyl acetate. The solution was filtered and evaporated in vacuo. The residue was crystallized on the addition of diethyl ether to afford the pure title compound. Starting materials: COC(C1=CC(=C(C=C1)NCC)[N+](=O)[O-])=O (4-ethylamino-3-nitrobenzoic acid methyl ester), C1(=CC=C(C=C1)S(=O)(=O)[O-])C.C(C1=CC=CC=C1)N1[CH2+](SC(C1=O)=C1SC2=C(N1C)C=CC=C2)SC (3-benzyl-5-(3-methyl-3H-benzothiazol-2-ylidene)-2-methylthio-4-oxo-2-thiazolium p-toluenesulfonate). Yields the product COC(C1=CC(=C(C=C1)NCC)N=C1SC(C(N1CC1=CC=CC=C1)=O)=C1SC2=C(N1C)C=CC=C2)=O (3-[3-benzyl-5-(3-methyl-3H-benzothiazol-2-ylidene)-4-oxothiazolidin-2-ylideneamino]-4-ethylaminobenzoic acid methyl ester). RXN SMILES: [CH3:1][O:2][C:3](=[O:16])[C:4]1[CH:9]=[CH:8][C:7]([NH:10][CH2:11][CH3:12])=[C:6]([N+:13]([O-])=O)[CH:5]=1.C1(C)C=CC(S([O-])(=O)=O)=CC=1.[CH2:28]([N:35]1[C:39](=[O:40])[C:38](=[C:41]2[N:45]([CH3:46])[C:44]3[CH:47]=[CH:48][CH:49]=[CH:50][C:43]=3[S:42]2)[S:37][CH2+:36]1SC)[C:29]1[CH:34]=[CH:33][CH:32]=[CH:31][CH:30]=1>>[CH3:1][O:2][C:3](=[O:16])[C:4]1[CH:9]=[CH:8][C:7]([NH:10][CH2:11][CH3:12])=[C:6]([N:13]=[C:36]2[N:35]([CH2:28][C:29]3[CH:30]=[CH:31][CH:32]=[CH:33][CH:34]=3)[C:39](=[O:40])[C:38](=[C:41]3[N:45]([CH3:46])[C:44]4[CH:47]=[CH:48][CH:49]=[CH:50][C:43]=4[S:42]3)[S:37]2)[CH:5]=1 |f:1.2|. Procedure details: In a manner similar to Example 30, intermediate 4-ethylamino-3-nitrobenzoic acid methyl ester was hydrogenated and then condensed with 3-benzyl-5-(3-methyl-3H-benzothiazol-2-ylidene)-2-methylthio-4-oxo-2-thiazolium p-toluenesulfonate to afford the title compound. 1H-NMR (CDCl3): δ 7.73 (1H, dd), 7.65 (1H, d), 7.52 (1H, dd), 7.45–7.49 (2H, m), 7.27–7.38 (4H, m), 7.18 (1H, m), 7.06 (1H, d), 6.52 (1H, d), 5.19 (2H, s), 4.14 (1H, br t), 3.85 (3H, s), 3.78 (3H, s), 3.04 (2H, m), 1.04 (3H, t); MS(ESI)... Reported procedure: 5 cm3 of acetic anhydride are added dropwise to 7 cm3 of pyridine at 20° C. After 5 min, 1 g of 2-amino-6-thiocyanatobenzothiazole (commercial) is added. The yellow suspension is stirred for 4 h and then concentrated to dryness under vacuum. The residue is made into a paste in ethyl ether. The insoluble material is isolated by filtration, to give 1.1 g of 2-(acetylamino)-1,3-benzothiazol-6-ylthiocyanate in the form of a yellow solid, the characteristics of which are as follows: Run in N1=CC=CC=C1 (pyridine). The product is C(C)(=O)NC=1SC2=C(N1)C=CC(=C2)SC#N (2-(acetylamino)-1,3-benzothiazol-6-ylthiocyanate). Reaction SMILES: C(O[C:5](=[O:7])[CH3:6])(=O)C.[NH2:8][C:9]1[S:10][C:11]2[CH:17]=[C:16]([S:18][C:19]#[N:20])[CH:15]=[CH:14][C:12]=2[N:13]=1>N1C=CC=CC=1>[C:5]([NH:8][C:9]1[S:10][C:11]2[CH:17]=[C:16]([S:18][C:19]#[N:20])[CH:15]=[CH:14][C:12]=2[N:13]=1)(=[O:7])[CH3:6]. Reaction conditions: time 5 minute. The reactants are C(C)(=O)OC(C)=O (acetic anhydride), NC=1SC2=C(N1)C=CC(=C2)SC#N (2-amino-6-thiocyanatobenzothiazole).